Dataset: the Open Reaction Database (ORD), a public repository of structured organic reaction records. Task: describe an organic reaction: reactants, conditions, products, and yield Procedure: 4-Chloro-6,7-dimethoxyquinoline (112 mg), ethyl 6-methylsalicylate (360 mg), and 4-dimethylaminopyridine (244 mg) were suspended in o-dichlorobenzene (1 ml), and the suspension was stirred at 120° C. overnight and was further stirred at 140° C. for 2 hr. The reaction solution was cooled to room temperature, and the solvent was removed by distillation under the reduced pressure. Water was then added to the residue, and the mixture was extracted with chloroform. The chloroform layer was washed wit... As a reaction SMILES: Cl[C:2]1[C:11]2[C:6](=[CH:7][C:8]([O:14][CH3:15])=[C:9]([O:12][CH3:13])[CH:10]=2)[N:5]=[CH:4][CH:3]=1.[CH3:16][C:17]1[CH:18]=[CH:19][CH:20]=[C:21]([OH:28])[C:22]=1[C:23]([O:25][CH2:26][CH3:27])=[O:24]>CN(C)C1C=CN=CC=1.ClC1C=CC=CC=1Cl>[CH3:13][O:12][C:9]1[CH:10]=[C:11]2[C:6](=[CH:7][C:8]=1[O:14][CH3:15])[N:5]=[CH:4][CH:3]=[C:2]2[O:28][C:21]1[CH:20]=[CH:19][CH:18]=[C:17]([CH3:16])[C:22]=1[C:23]([O:25][CH2:26][CH3:27])=[O:24]. The reactants are ClC1=CC=NC2=CC(=C(C=C12)OC)OC (4-Chloro-6,7-dimethoxyquinoline), CC=1C=CC=C(C1C(=O)OCC)O (ethyl 6-methylsalicylate). Isolated yield 91.3%. Solvent: ClC1=C(C=CC=C1)Cl (o-dichlorobenzene). Reaction conditions: temperature 120 celsius, time 8 hour. The product is COC=1C=C2C(=CC=NC2=CC1OC)OC1=C(C(=O)OCC)C(=CC=C1)C (Ethyl 2-[(6,7-dimethoxy-4-quinolyl)oxy]-6-methylbenzoate). The reagents and catalysts are CN(C1=CC=NC=C1)C (4-dimethylaminopyridine). Reactants: BrC1=CC=C(C=N1)NC(OC(C)(C)C)=O (tert-Butyl 6-bromopyridin-3-ylcarbamate), CO (MeOH), C1(=CC=CC=C1)B(O)O (phenylboronic acid), C(=O)([O-])[O-].[K+].[K+] (K2CO3). Solvent: C1CCOC1 (THF), O (water). Run at temperature 70 celsius. The product is C1(=CC=CC=C1)C1=CC=C(C=N1)NC(OC(C)(C)C)=O (tert-Butyl 6-phenylpyridin-3-ylcarbamate). Yield: 68.4%. As a reaction SMILES: Br[C:2]1[N:7]=[CH:6][C:5]([NH:8][C:9](=[O:15])[O:10][C:11]([CH3:14])([CH3:13])[CH3:12])=[CH:4][CH:3]=1.CO.[C:18]1(B(O)O)[CH:23]=[CH:22][CH:21]=[CH:20][CH:19]=1.C([O-])([O-])=O.[K+].[K+]>C1COCC1.O>[C:18]1([C:2]2[N:7]=[CH:6][C:5]([NH:8][C:9](=[O:15])[O:10][C:11]([CH3:14])([CH3:13])[CH3:12])=[CH:4][CH:3]=2)[CH:23]=[CH:22][CH:21]=[CH:20][CH:19]=1 |f:3.4.5|. Reported procedure: To a solution of 3A (8.3 g, 30.3 mmol) in THF (50 mL)-MeOH (50 mL) at RT was added phenylboronic acid (7.44 g, 61 mmol), PXPd (489 mg, 0.91 mmol), followed by K2CO3 (16.75 g, 121 mmol). The reaction mixture was stirred at 70° C. in a preheated oil bath for lh. After this time, the reaction mixture was cooled to RT. The reaction mixture was poured into water (100 mL), and the resultant mixture was extracted with EtOAc (3×100 mL). The combined organics were washed with saturated NaCl, dried (Na2SO... Reactants: CC1=CC=C(C=S)C=C1 (p-methylthiobenzaldehyde), FC(C(=O)OC(C(F)(F)F)=O)(F)F (trifluoroacetic anhydride), C(C)(C)NC(C)C (diisopropylamine), solution, C(CCC)[Li] (n-butyllithium), CC1(OC(=CC1=O)C)C (2,2,5-trimethyl-3(2H)-furanone). Solvent: O1CCCC1 (tetrahydrofuran), C(C)N(CC)CC (triethylamine), CN(P(=O)(N(C)C)N(C)C)C (Hexamethylphosphoramide), O1CCCC1 (tetrahydrofuran), CCCCCC (hexane), O1CCCC1 (tetrahydrofuran). Run at time 15 minute. The product is CC1(OC(=CC1=O)\C=C\C1=CC=C(C=C1)SC)C ((E)-2,2-Dimethyl-5-[2-[4-(methylthio)phenyl]ethenyl]-3(2H)-furanone). Isolated yield 48.0%. As a reaction SMILES: [CH:1](NC(C)C)([CH3:3])[CH3:2].[CH2:8]([Li])[CH2:9][CH2:10][CH3:11].[CH3:13][C:14]1([CH3:21])[C:18](=[O:19])[CH:17]=[C:16]([CH3:20])[O:15]1.CC1C=CC([CH:27]=[S:28])=CC=1.FC(F)(F)C(OC(=O)C(F)(F)F)=O>O1CCCC1.CCCCCC.C(N(CC)CC)C.CN(C)P(N(C)C)(N(C)C)=O>[CH3:13][C:14]1([CH3:21])[C:18](=[O:19])[CH:17]=[C:16](/[CH:20]=[CH:11]/[C:10]2[CH:3]=[CH:1][C:2]([S:28][CH3:27])=[CH:8][CH:9]=2)[O:15]1. Procedure details: To a solution of dry diisopropylamine (5.0 mL, 35.7 mM) in dry tetrahydrofuran (150 mL) at -78° C., was added dropwise a 2.3N solution of n-butyllithium in hexane (15.5 mL, 35.7 mM). After the reaction solution was stirred for 15 minutes, a solution of 2,2,5-trimethyl-3(2H)-furanone (30 g, 23.8 mM) in tetrahydrofuran (25 mL) was added dropwise. Hexamethylphosphoramide (6.4 mL, 34.7 mM) was then added dropwise after 30 minutes. Finally, p-methylthiobenzaldehyde (43 g, 28.5 mM) in tetrahydrofuran ... The reactants are CC(C)(C)n1ncc(NCCCO)c(Cl)c1=O, ClCCl, Cc1ccc(S(=O)(=O)Cl)cc1, c1ccncc1. The product is Cc1ccc(S(=O)(=O)OCCCNc2cnn(C(C)(C)C)c(=O)c2Cl)cc1. Reaction SMILES: [Cl:12][c:13]1[c:14](=[O:28])[n:15]([C:24]([CH3:25])([CH3:26])[CH3:27])[n:16][cH:17][c:18]1[NH:19][CH2:20][CH2:21][CH2:22][OH:23].[Cl:29][CH2:30][Cl:31].[c:1]1([CH3:11])[cH:2][cH:3][c:4]([S:7](=[O:8])(=[O:9])[Cl:10])[cH:5][cH:6]1.[cH:32]1[cH:33][cH:34][n:35][cH:36][cH:37]1>>[c:1]1([CH3:11])[cH:2][cH:3][c:4]([S:7](=[O:8])(=[O:9])[O:23][CH2:22][CH2:21][CH2:20][NH:19][c:18]2[c:13]([Cl:12])[c:14](=[O:28])[n:15]([C:24]([CH3:25])([CH3:26])[CH3:27])[n:16][cH:17]2)[cH:5][cH:6]1.